This data is from the Open Reaction Database (ORD), a public repository of structured organic reaction records. The task is: describe an organic reaction: reactants, conditions, products, and yield The reactants are ClC1=C(C=CC(=C1)F)N1CCN(CC1)CCCC=CC1=CC=C2CCC(NC2=N1)=O (7-{5-[4-(2-Chloro-4-fluoro-phenyl)-piperazin-1-yl]-pent-1-enyl}-3,4-dihydro-1H-[1,8]naphthyridin-2-one), CCOCC (Et2O). The reagents and catalysts are [Ni] (Ra—Ni). Run in C1CCOC1 (THF). Product: ClC1=C(C=CC(=C1)F)N1CCN(CC1)CCCCCC1=CC=C2CCC(NC2=N1)=O (7-{5-[4-(2-Chloro-4-fluoro-phenyl)-piperazin-1-yl]-pentyl}-3,4-dihydro-1H-[1,8]naphthyridin-2-one). The yield is 79.7%. RXN SMILES: [Cl:1][C:2]1[CH:7]=[C:6]([F:8])[CH:5]=[CH:4][C:3]=1[N:9]1[CH2:14][CH2:13][N:12]([CH2:15][CH2:16][CH2:17][CH:18]=[CH:19][C:20]2[N:29]=[C:28]3[C:23]([CH2:24][CH2:25][C:26](=[O:30])[NH:27]3)=[CH:22][CH:21]=2)[CH2:11][CH2:10]1.CCOCC>C1COCC1.[Ni]>[Cl:1][C:2]1[CH:7]=[C:6]([F:8])[CH:5]=[CH:4][C:3]=1[N:9]1[CH2:10][CH2:11][N:12]([CH2:15][CH2:16][CH2:17][CH2:18][CH2:19][C:20]2[N:29]=[C:28]3[C:23]([CH2:24][CH2:25][C:26](=[O:30])[NH:27]3)=[CH:22][CH:21]=2)[CH2:13][CH2:14]1. Reported procedure: 7-{5-[4-(2-Chloro-4-fluoro-phenyl)-piperazin-1-yl]-pent-1-enyl}-3,4-dihydro-1H-[1,8]naphthyridin-2-one (0.268 g, 0.623 mmol) was hydrogenated using Ra—Ni (0.2 g) in THF for 13 hours. The reaction was filtered and concentrated to give an oil. Et2O was added and the product crashed out. The mixture was filtered and dried to give the title compound as a white solid (0.214 g, 80%). MS: APCI: M+1: 431.3 (Exact Mass: 430.19).